Dataset: the Open Reaction Database (ORD), a public repository of structured organic reaction records. Task: describe an organic reaction: reactants, conditions, products, and yield The reactants are CS(=O)(=O)Cl (methanesulfonyl chloride), C(C)(C)N(CC)C(C)C (diisopropylethylamine), FC[C@H]1N(C(O[C@@H]1C1=CC=C(C=C1)C1=CC(=NO1)CO)(C)C)C(=O)OC(C)(C)C ((4S,5R)-tert-butyl 4-(fluoromethyl)-5-(4-(3-(hydroxymethyl)isoxazol-5-yl)phenyl)-2,2-dimethyloxazolidine-3-carboxylate). Solvent: C(Cl)Cl (methylene chloride), C(Cl)Cl (methylene chloride). Conditions: temperature 0 celsius, time 1 hour. Product: FC[C@H]1N(C(O[C@@H]1C1=CC=C(C=C1)C1=CC(=NO1)COS(=O)(=O)C)(C)C)C(=O)OC(C)(C)C ((4S,5R)-tert-butyl 4-(fluoromethyl)-2,2-dimethyl-5-(4-(3-((methylsulfonyloxy)methyl)isoxazol-5-yl)phenyl)oxazolidine-3-carboxylate). Yield: 94.3%. As a reaction SMILES: [F:1][CH2:2][C@@H:3]1[C@@H:7]([C:8]2[CH:13]=[CH:12][C:11]([C:14]3[O:18][N:17]=[C:16]([CH2:19][OH:20])[CH:15]=3)=[CH:10][CH:9]=2)[O:6][C:5]([CH3:22])([CH3:21])[N:4]1[C:23]([O:25][C:26]([CH3:29])([CH3:28])[CH3:27])=[O:24].[CH3:30][S:31](Cl)(=[O:33])=[O:32].C(N(C(C)C)CC)(C)C>C(Cl)Cl>[F:1][CH2:2][C@@H:3]1[C@@H:7]([C:8]2[CH:13]=[CH:12][C:11]([C:14]3[O:18][N:17]=[C:16]([CH2:19][O:20][S:31]([CH3:30])(=[O:33])=[O:32])[CH:15]=3)=[CH:10][CH:9]=2)[O:6][C:5]([CH3:22])([CH3:21])[N:4]1[C:23]([O:25][C:26]([CH3:29])([CH3:28])[CH3:27])=[O:24]. Procedure details: A methylene chloride solution (20 ml) of (4S,5R)-tert-butyl 4-(fluoromethyl)-5-(4-(3-(hydroxymethyl)isoxazol-5-yl)phenyl)-2,2-dimethyloxazolidine-3-carboxylate (876 mg, 2.16 mmol) is cooled to 0° C. and methanesulfonyl chloride (250 mg, 2.16 mmol) is added followed by diisopropylethylamine (278 mg, 2.16 mmol). The reaction is stirred for one hour at 0° C. The reaction is diluted with methylene chloride (20 ml) and washed with water (2×10 ml). The organic phase is dried over sodium sulfate and co... Reactants: ClC1=C(C=C(C(=C1)Cl)OCC#C)N1N=C2N(CC(CC2)O)C1=O (5,6,7,8-tetrahydro-2-[2,4-dichloro-5-(2-propynyloxy)phenyl]-6-hydroxy-1,2,4-triazolo[4,3-a]pyridin-3(2H)-one), C(C)N(CC)S(F)(F)F (diethylaminosulfur trifluoride). Solvent: ClCCl (dichloromethane). Conditions: temperature 0 celsius, time 1 hour. Yields the product ClC1=C(C=C(C(=C1)Cl)OCC#C)N1N=C2N(CC(CC2)F)C1=O (5,6,7,8 tetrahydro-2-[2,4-dichloro-5-(2-propynyloxy)phenyl]-6-fluoro-1,2,4-triazolo[4,3-α]pyridin-3(2H)-one). Isolated yield 37.7%. RXN SMILES: [Cl:1][C:2]1[CH:7]=[C:6]([Cl:8])[C:5]([O:9][CH2:10][C:11]#[CH:12])=[CH:4][C:3]=1[N:13]1[C:22](=[O:23])[N:16]2[CH2:17][CH:18](O)[CH2:19][CH2:20][C:15]2=[N:14]1.C(N(S(F)(F)[F:30])CC)C>ClCCl>[Cl:1][C:2]1[CH:7]=[C:6]([Cl:8])[C:5]([O:9][CH2:10][C:11]#[CH:12])=[CH:4][C:3]=1[N:13]1[C:22](=[O:23])[N:16]2[CH2:17][CH:18]([F:30])[CH2:19][CH2:20][C:15]2=[N:14]1. Procedure: To a solution of 169 mg (0.477 mmol) of 5,6,7,8-tetrahydro-2-[2,4-dichloro-5-(2-propynyloxy)phenyl]-6-hydroxy-1,2,4-triazolo[4,3-a]pyridin-3(2H)-one in 5 mL of dichloromethane was added 76 μl (0.573 mmol) of diethylaminosulfur trifluoride (DAST) at 0° C. The reaction mixture was stirred at 0° C. for 1h. The mixture was then quenched with ice and extracted with dichloromethane. The organic extracts were dried (MgSO4), and then concentrated in vacuo to give a pale red solid. The crude product was ... Reactants: Nc1cc(Br)ccc1Br, CCc1cccc(N(C)C#N)c1, Clc1ccccc1, Cl. Yields the product CCc1cccc(N(C)C(=N)Nc2cc(Br)ccc2Br)c1, Cl. Reaction SMILES: [Br:14][c:15]1[c:16]([NH2:17])[cH:18][c:19]([Br:22])[cH:20][cH:21]1.[CH2:1]([CH3:2])[c:3]1[cH:4][c:5]([N:9]([C:10]#[N:11])[CH3:12])[cH:6][cH:7][cH:8]1.[Cl:23][c:24]1[cH:25][cH:26][cH:27][cH:28][cH:29]1.[ClH:13]>>[CH2:1]([CH3:2])[c:3]1[cH:4][c:5]([N:9]([C:10](=[NH:11])[NH:17][c:16]2[c:15]([Br:14])[cH:21][cH:20][c:19]([Br:22])[cH:18]2)[CH3:12])[cH:6][cH:7][cH:8]1.[ClH:13]. The reactants are [H-].[Na+] (NaH), Cl (HCl), C(C)OC(CC1=C(NC2=CC=C(C=C12)F)C)=O ((5-fluoro-2-methyl-1H-indol-3-yl)-acetic acid ethyl ester), BrCC1=CC=C(C=C1)S(=O)(=O)N1CCOCC1 (4-(4-bromomethyl-benzenesulfonyl)-morpholine). The solvent is CS(=O)C (DMSO), O (water). Product: FC=1C=C2C(=C(N(C2=CC1)CC1=CC=C(C=C1)S(=O)(=O)N1CCOCC1)C)CC(=O)O ({5-Fluoro-2-methyl-1-[4-(morpholine-4-sulfonyl)-benzyl]-1H-indol-3-yl}-acetic acid). Reaction SMILES: C([O:3][C:4](=[O:17])[CH2:5][C:6]1[C:14]2[C:9](=[CH:10][CH:11]=[C:12]([F:15])[CH:13]=2)[NH:8][C:7]=1[CH3:16])C.[H-].[Na+].Br[CH2:21][C:22]1[CH:27]=[CH:26][C:25]([S:28]([N:31]2[CH2:36][CH2:35][O:34][CH2:33][CH2:32]2)(=[O:30])=[O:29])=[CH:24][CH:23]=1.Cl>CS(C)=O.O>[F:15][C:12]1[CH:13]=[C:14]2[C:9](=[CH:10][CH:11]=1)[N:8]([CH2:21][C:22]1[CH:27]=[CH:26][C:25]([S:28]([N:31]3[CH2:36][CH2:35][O:34][CH2:33][CH2:32]3)(=[O:30])=[O:29])=[CH:24][CH:23]=1)[C:7]([CH3:16])=[C:6]2[CH2:5][C:4]([OH:3])=[O:17] |f:1.2|. Procedure details: To a stirring suspension of (5-fluoro-2-methyl-1H-indol-3-yl)-acetic acid ethyl ester (100 mg, 0.43 mmol) in dry DMSO (1 ml), is added NaH (29 mg, 0.73 mmol). The reaction mixture is stirred at room temperature for 15 min after which time 4-(4-bromomethyl-benzenesulfonyl)-morpholine (136 mg, 0.43 mmol) is added. The reaction mixture is diluted with water (2 ml) and treated with 1N HCl aq to acidic pH. The crude reaction mixture is purified by reverse phase chromatography on a C18 Isolute™ cartri... Starting materials: Cl[O-] (hypochlorite), Cl (Hydrochloric acid), FC(CN1C2CC(CC1CC2)=O)(F)F (8-(2,2,2-trifluoroethyl)-8-azabicyclo[3.2.1]octan-3-one), glycol, [C-]#N.[Na+] (sodium cyanide), Cl (hydrochloric acid). Solvent: C(C)OCC (diethyl ether). Product: C(#N)C1(CC2CCC(C1)N2CC(F)(F)F)O (3-cyano-3-hydroxy-8-(2,2,2-trifluoroethyl)-8-azabicyclo[3.2.1]octane). Reaction SMILES: Cl[O-].[F:3][C:4]([F:16])([F:15])[CH2:5][N:6]1[CH:11]2[CH2:12][CH2:13][CH:7]1[CH2:8][C:9](=[O:14])[CH2:10]2.[C-:17]#[N:18].[Na+].Cl>C(OCC)C>[C:17]([C:9]1([OH:14])[CH2:8][CH:7]2[N:6]([CH2:5][C:4]([F:3])([F:15])[F:16])[CH:11]([CH2:12][CH2:13]2)[CH2:10]1)#[N:18] |f:2.3|. Procedure details: A split-neck jacketed reactor was equipped with a stirrer bar, thermometer, hypochlorite scrubber and pressure equalised dropping funnel. To this was charged 8-(2,2,2-trifluoroethyl)-8-azabicyclo[3.2.1]octan-3-one (3.04 g, 14.5 mmol) and diethyl ether (7 ml). The reaction mixture was agitated and cooled to 0+ C. (recirculating glycol), then around sodium cyanide (1 .07 g, 21.7 mmol) was added via a powder funnel. Hydrochloric acid (5M, 4.0 ml, 20.3 mmol) was added to the reaction mixture via a d... Starting materials: FC1=C(C=C(C(=C1)Cl)O)NC(OC)=O (methyl N-(2-fluoro-4-chloro-5-hydroxyphenyl)carbamate), Cl (hydrochloric acid), C1(=CC=C(C=C1)S(=O)(=O)OC1C(CCC1)C)C (2-methylcyclopentyl p-toluenesulfonate), [OH-].[K+] (potassium hydroxide). The solvent is CN(C=O)C (N,N-dimethylformamide). Conditions: time 7 hour. Yields the product FC1=C(N)C=C(C(=C1)Cl)OC1C(CCC1)C (2-fluoro-4-chloro-5-(2-methylcyclopentyl)oxyaniline). Yield: 40.0%. RXN SMILES: [F:1][C:2]1[CH:7]=[C:6]([Cl:8])[C:5]([OH:9])=[CH:4][C:3]=1[NH:10]C(=O)OC.C1(C)C=CC(S(O[CH:25]2[CH2:29][CH2:28][CH2:27][CH:26]2[CH3:30])(=O)=O)=CC=1.[OH-].[K+].Cl>CN(C)C=O>[F:1][C:2]1[CH:7]=[C:6]([Cl:8])[C:5]([O:9][CH:25]2[CH2:29][CH2:28][CH2:27][CH:26]2[CH3:30])=[CH:4][C:3]=1[NH2:10] |f:2.3|. Reported procedure: A solution of methyl N-(2-fluoro-4-chloro-5-hydroxyphenyl)carbamate (1.53 g, 6.98 mmol) synthesized by the process described in Reference Example 3, 2-methylcyclopentyl p-toluenesulfonate (1.78 g, 6.99 mmol) and N,N-dimethylformamide (15 ml) was charged into a 50 cc round-bottom flask, and then potassium hydroxide (400 mg, 7.15 mmol) in a powder form was added thereto, followed by stirring for 7 hours while heating on an oil bath at 80° to 100° C. After completion of the reaction, the reaction s... Starting materials: [N+](=O)([O-])C=CC1=CC=CC=C1 (β-nitrostyrene), C(C)N(C([S-])=S)CC.C(C)[NH2+]CC (diethylammonium diethyldithiocarbamate). Solvent: C(=S)=S (carbon disulfide). The product is C(C)N(C(SC(C1=CC=CC=C1)C[N+](=O)[O-])=S)CC (α-(nitromethyl)benzyl diethyldithiocarbamate). RXN SMILES: [N+:1]([CH:4]=[CH:5][C:6]1[CH:11]=[CH:10][CH:9]=[CH:8][CH:7]=1)([O-:3])=[O:2].[CH2:12]([N:14]([CH2:18][CH3:19])[C:15](=[S:17])[S-:16])[CH3:13].C([NH2+]CC)C>C(=S)=S>[CH2:12]([N:14]([CH2:18][CH3:19])[C:15](=[S:16])[S:17][CH:5]([CH2:4][N+:1]([O-:3])=[O:2])[C:6]1[CH:11]=[CH:10][CH:9]=[CH:8][CH:7]=1)[CH3:13] |f:1.2|. Procedure details: As in Example 17, reaction of β-nitrostyrene with diethylammonium diethyldithiocarbamate in the presence of carbon disulfide gave α-(nitromethyl)benzyl diethyldithiocarbamate melting at 81° C.-82.5° C. when recrystallized without heating from acetone-2-propanol solution. Reactants: C(C1=CC=CC=C1)C1=C(C2=C(S1)C=C(C=C2)OC)C(=O)C2=CC=C(C=C2)OCCN2CCCCC2 ((2-benzyl-6-methoxy-benzo[b]thiophen-3-yl)-[4-(2-piperidin-1-yl-ethoxy)-phenyl]-methanone), [H-].[H-].[H-].[H-].[Li+].[Al+3] (LAH). Run in C1CCOC1 (THF). Reaction conditions: time 20 minute. The product is C(C1=CC=CC=C1)C1=C(C2=C(S1)C=C(C=C2)OC)C(O)C2=CC=C(C=C2)OCCN2CCCCC2 ((2-benzyl-6-methoxy-benzo[b]thiophen-3-yl)-[4-(2-piperidin-1-yl-ethoxy)-phenyl]-methanol). The yield is 84.0%. Reaction SMILES: [CH2:1]([C:8]1[S:12][C:11]2[CH:13]=[C:14]([O:17][CH3:18])[CH:15]=[CH:16][C:10]=2[C:9]=1[C:19]([C:21]1[CH:26]=[CH:25][C:24]([O:27][CH2:28][CH2:29][N:30]2[CH2:35][CH2:34][CH2:33][CH2:32][CH2:31]2)=[CH:23][CH:22]=1)=[O:20])[C:2]1[CH:7]=[CH:6][CH:5]=[CH:4][CH:3]=1.[H-].[H-].[H-].[H-].[Li+].[Al+3]>C1COCC1>[CH2:1]([C:8]1[S:12][C:11]2[CH:13]=[C:14]([O:17][CH3:18])[CH:15]=[CH:16][C:10]=2[C:9]=1[CH:19]([C:21]1[CH:22]=[CH:23][C:24]([O:27][CH2:28][CH2:29][N:30]2[CH2:35][CH2:34][CH2:33][CH2:32][CH2:31]2)=[CH:25][CH:26]=1)[OH:20])[C:2]1[CH:3]=[CH:4][CH:5]=[CH:6][CH:7]=1 |f:1.2.3.4.5.6|. Procedure details: Dissolve crude (2-benzyl-6-methoxy-benzo[b]thiophen-3-yl)-[4-(2-piperidin-1-yl-ethoxy)-phenyl]-methanone in THF (10 mL) at r.t. Add LAH solution (3 mL of 1M/THF) dropwise while stirring. Continue stirring for 20 min. and quench with aq. NaHCO3. Dilute the reaction mixture with CH2Cl2 and wash with water and brine, dry over MgSO4, filter and concentrate. Purify the crude product by flash chromatography (0–5% (2M NH3 in MeOH)/CH2Cl2) to yield (2-benzyl-6-methoxy-benzo[b]thiophen-3-yl)-[4-(2-piperi...